describe an organic reaction: reactants, conditions, products, and yield From a dataset of the Open Reaction Database (ORD), a public repository of structured organic reaction records. The reactants are COCCCC1CNCCN1, CS(C)=O, Cc1ccccc1, CCOC(C)=O, NC1=Nc2ccccc2Nc2sccc21. Yields the product COCCCC1CN(C2=Nc3ccccc3Nc3sccc32)CCN1. As a reaction SMILES: [CH3:16][O:17][CH2:18][CH2:19][CH2:20][CH:21]1[NH:22][CH2:23][CH2:24][NH:25][CH2:26]1.[CH3:27][S:28]([CH3:29])=[O:30].[CH3:31][c:32]1[cH:33][cH:34][cH:35][cH:36][cH:37]1.[CH3:38][CH2:39][O:40][C:41](=[O:42])[CH3:43].[cH:1]1[cH:2][s:3][c:4]2[c:10]1[C:9]([NH2:11])=[N:8][c:7]1[c:6]([cH:15][cH:14][cH:13][cH:12]1)[NH:5]2>>[cH:1]1[cH:2][s:3][c:4]2[c:10]1[C:9]([N:11]1[CH2:24][CH2:23][NH:22][CH:21]([CH2:20][CH2:19][CH2:18][O:17][CH3:16])[CH2:26]1)=[N:8][c:7]1[c:6]([cH:15][cH:14][cH:13][cH:12]1)[NH:5]2.